The task is: describe an organic reaction: reactants, conditions, products, and yield. This data is from the Open Reaction Database (ORD), a public repository of structured organic reaction records. Reactants: FC(C(=O)O)(F)F (trifluoroacetic acid), FC(C(=O)O)(F)F (Trifluoroacetic acid), NCCC1=CNC2=CC=CC=C12 (tryptamine), C12(CC3CC(CC(C1)C3)C2)CC=O (1-adamantylacetaldehyde), 3A. Run in C(Cl)Cl (DCM). Reaction conditions: temperature 0 celsius, time 2 hour. The product is C12(CC3CC(CC(C1)C3)C2)CC2NCCC3=C2NC2=CC=CC=C32 ((R/S)-1-(1-adamantyl)methyl-1,2,3,4-tetrahydro-9H-pyrido[3,4-b]indole). RXN SMILES: FC(F)(F)C(O)=O.[NH2:8][CH2:9][CH2:10][C:11]1[C:19]2[C:14](=[CH:15][CH:16]=[CH:17][CH:18]=2)[NH:13][CH:12]=1.[C:20]12([CH2:30][CH:31]=O)[CH2:29][CH:24]3[CH2:25][CH:26]([CH2:28][CH:22]([CH2:23]3)[CH2:21]1)[CH2:27]2>C(Cl)Cl>[C:20]12([CH2:30][CH:31]3[C:12]4[NH:13][C:14]5[C:19]([C:11]=4[CH2:10][CH2:9][NH:8]3)=[CH:18][CH:17]=[CH:16][CH:15]=5)[CH2:21][CH:22]3[CH2:28][CH:26]([CH2:25][CH:24]([CH2:23]3)[CH2:29]1)[CH2:27]2. Procedure details: Trifluoroacetic acid (443 μl, 5.8 mmol) was added to a solution of tryptamine (5.76 g, 36 mmol) and 1-adamantylacetaldehyde (6.52 g, 36.6 mmol) in dry DCM (450 ml) wth 3A molecular sieves (46.5 g) at 0° C. The reaction mixture was stirred at 0° C. for 2 hours, followed by the addition of trifluoroacetic acid (5.76 ml, 74.8 mmol) then allowed to warm to room temperature and stirring continued for a further 16 hours. The resultant suspension was concentrated in vacuo, taken up in ethyl acetate (20... The reactants are O=C(O)c1cccc(Br)c1Cl, CNOC, CCN=C=NCCCN(C)C, Cl, Cl, C1CCOC1, c1ccncc1. Product: CON(C)C(=O)c1cccc(Br)c1Cl. Reaction SMILES: [Br:1][c:2]1[c:3]([Cl:11])[c:4]([C:5](=[O:6])[OH:7])[cH:8][cH:9][cH:10]1.[CH3:13][NH:14][O:15][CH3:16].[CH3:18][N:19]([CH3:20])[CH2:21][CH2:22][CH2:23][N:24]=[C:25]=[N:26][CH2:27][CH3:28].[ClH:12].[ClH:17].[O:35]1[CH2:36][CH2:37][CH2:38][CH2:39]1.[cH:29]1[cH:30][cH:31][n:32][cH:33][cH:34]1>>[Br:1][c:2]1[c:3]([Cl:11])[c:4]([C:5](=[O:6])[N:14]([CH3:13])[O:15][CH3:16])[cH:8][cH:9][cH:10]1. Reactants: CC(C)(C)OC(=O)N1CCC(Oc2ccc(NCC=Cc3cccc(C#N)c3)cc2)CC1, [BH3-]C#N, CC(=O)O, O=CCO, ClCCl, [Na+], O. Product: CC(C)(C)OC(=O)N1CCC(Oc2ccc(N(CC=Cc3cccc(C#N)c3)CCO)cc2)CC1. As a reaction SMILES: [C:1]([CH3:2])([CH3:3])([CH3:4])[O:5][C:6](=[O:7])[N:8]1[CH2:9][CH2:10][CH:11]([O:14][c:15]2[cH:16][cH:17][c:18]([NH:21][CH2:22][CH:23]=[CH:24][c:25]3[cH:26][c:27]([C:28]#[N:29])[cH:30][cH:31][cH:32]3)[cH:19][cH:20]2)[CH2:12][CH2:13]1.[C:41]([BH3-:42])#[N:43].[CH3:37][C:38](=[O:39])[OH:40].[CH:33]([CH2:34][OH:35])=[O:36].[Cl:45][CH2:46][Cl:47].[Na+:44].[OH2:48]>>[C:1]([CH3:2])([CH3:3])([CH3:4])[O:5][C:6](=[O:7])[N:8]1[CH2:9][CH2:10][CH:11]([O:14][c:15]2[cH:16][cH:17][c:18]([N:21]([CH2:22][CH:23]=[CH:24][c:25]3[cH:26][c:27]([C:28]#[N:29])[cH:30][cH:31][cH:32]3)[CH2:33][CH2:34][OH:35])[cH:19][cH:20]2)[CH2:12][CH2:13]1.